Dataset: the Open Reaction Database (ORD), a public repository of structured organic reaction records. Task: describe an organic reaction: reactants, conditions, products, and yield The reactants are C(=O)N1C(CC(CC1C(=O)OCC)C)(C(=O)OCC)O (Diethyl 1-formyl-2-hydroxy-4-methyl-2,6-piperidine dicarboxylate), [OH-].[Na+] (sodium hydroxide). The solvent is C(C)O (ethanol). Reaction conditions: time 15 hour. Yields the product C(=O)N1C(CC(CC1C(=O)O)C)(C(=O)O)O (1-formyl-2-hydroxy-4-methyl-2,6-piperidine dicarboxylic acid). Isolated yield 134.7%. RXN SMILES: [CH:1]([N:3]1[CH:8]([C:9]([O:11]CC)=[O:10])[CH2:7][CH:6]([CH3:14])[CH2:5][C:4]1([OH:20])[C:15]([O:17]CC)=[O:16])=[O:2].[OH-].[Na+]>C(O)C>[CH:1]([N:3]1[CH:8]([C:9]([OH:11])=[O:10])[CH2:7][CH:6]([CH3:14])[CH2:5][C:4]1([OH:20])[C:15]([OH:17])=[O:16])=[O:2] |f:1.2|. Procedure details: A mixture of 143 mg of the product of Example 18, 2 ml of ethanol and 1 ml of N sodium hydroxide was stirred for 15 hours at ambient temperature to obtain 155 mg of product which was taken up in water, filtered and lyophilized to obtain 146 mg of the desired product with a Rf=0.35 (butanol-acetic acid-ethanol 4-2-2).